This data is from the Open Reaction Database (ORD), a public repository of structured organic reaction records. The task is: describe an organic reaction: reactants, conditions, products, and yield Starting materials: C1(=CC=C(C=C1)CCC(=O)O)CCC(=O)O (3,3′-(1,4-phenylene)dipropanoic acid), C(CC)O (propanol), C1(CCCCC1)N=C=NC1CCCCC1 (dicyclohexylcarbodiimide). Reagents/catalysts: CN(C1=CC=NC=C1)C (4-dimethylaminopyridine). The solvent is CCOCC (Et2O). Run at temperature 0 celsius, time 2 hour. Yields the product C(CC)OC(=O)CCC1=CC=C(C=C1)CCC(=O)O (3-[4-(2-Propoxycarbonyl-ethyl)-phenyl]-propionic acid). RXN SMILES: [C:1]1([CH2:12][CH2:13][C:14]([OH:16])=[O:15])[CH:6]=[CH:5][C:4]([CH2:7][CH2:8][C:9]([OH:11])=[O:10])=[CH:3][CH:2]=1.[CH2:17](O)[CH2:18][CH3:19].C1(N=C=NC2CCCCC2)CCCCC1>CN(C)C1C=CN=CC=1.CCOCC>[CH2:17]([O:10][C:9]([CH2:8][CH2:7][C:4]1[CH:3]=[CH:2][C:1]([CH2:12][CH2:13][C:14]([OH:16])=[O:15])=[CH:6][CH:5]=1)=[O:11])[CH2:18][CH3:19]. Reported procedure: To a solution of 3,3′-(1,4-phenylene)dipropanoic acid (250 mg, 1.125 mmol) DCM (15 ml) is added 4-dimethylaminopyridine (137 mg, 1.125 mmol) and propanol (3 ml, 40.1 mmol). The solution is cooled to 0° C. and dicyclohexylcarbodiimide (232 mg, 1.125 mmol) is added and the resulting solution is stirred at 0° C. for 30 minutes and 2 hours, at room temperature. Concentration in vacuo affords a white solid which is suspended in Et2O (50 ml) and filtered to remove any insoluble material. The filtrate ... The reactants are CN(CCNC(N(CCOC1=CC=C(C=C1)N)C(C)C)=O)C (N'-[2-(Dimethylamino)ethyl]-N-(1-methylethyl)-N-[2-(4-aminophenoxy)ethyl]urea), CC(C)N(C(=O)N)CCOC1=CC=C(C=C1)N (N-(1-methylethyl)-N-[2-(4-aminophenoxy)ethyl]urea), C(C)(=O)Cl (acetyl chloride). The solvent is C(C)N(CC)CC (triethylamine). The product is CN(CCNC(N(CCOC1=CC=C(C=C1)NC(C)=O)C(C)C)=O)C (N'-[2-(Dimethylamino)ethyl]-N-(1-methylethyl)-N-[2-(4-acetylaminophenoxy)ethyl]urea). As a reaction SMILES: [CH3:1][N:2]([CH3:22])[CH2:3][CH2:4][NH:5][C:6](=[O:21])[N:7]([CH:18]([CH3:20])[CH3:19])[CH2:8][CH2:9][O:10][C:11]1[CH:16]=[CH:15][C:14]([NH2:17])=[CH:13][CH:12]=1.CC(N([CH2:30][CH2:31][O:32]C1C=CC(N)=CC=1)C(N)=O)C.C(Cl)(=O)C>C(N(CC)CC)C>[CH3:22][N:2]([CH3:1])[CH2:3][CH2:4][NH:5][C:6](=[O:21])[N:7]([CH:18]([CH3:19])[CH3:20])[CH2:8][CH2:9][O:10][C:11]1[CH:12]=[CH:13][C:14]([NH:17][C:31](=[O:32])[CH3:30])=[CH:15][CH:16]=1. Procedure details: The title compound is prepared by reacting the compound of Example 64: N'-[2-dimethylamino)ethyl]-N-(1-methylethyl)-N-[2-(4-aminophenoxy)ethyl]urea with acetyl chloride in triethylamine. Reactants: FC1=CC=C(C=C1)C=1OC2=C(C1C(=O)NC)C=C(C=C2)C2=C(C=C(C(=C2)C(NC2(CC2)C(NO)=N)=O)OC)C (2-(4-fluorophenyl)-5-(5-(1-(N-hydroxycarbamimidoyl)cyclopropylcarbamoyl)-4-methoxy-2-methylphenyl)-N-methylbenzofuran-3-carboxamide), C1(=CC=CC=C1)C (PhMe). The product is FC1=CC=C(C=C1)C=1OC2=C(C1C(=O)NC)C=C(C=C2)C2=C(C=C(C(=C2)C(NC2(CC2)C2=NOC(=N2)C)=O)OC)C (2-(4-Fluorophenyl)-5-(4-methoxy-2-methyl-5-(1-(5-methyl-1,2,4-oxadiazol-3-yl)cyclopropylcarbamoyl)phenyl)-N-methylbenzofuran-3-carboxamide). RXN SMILES: [F:1][C:2]1[CH:7]=[CH:6][C:5]([C:8]2[O:9][C:10]3[CH:20]=[CH:19][C:18]([C:21]4[CH:26]=[C:25]([C:27](=[O:36])[NH:28][C:29]5([C:32](=[NH:35])[NH:33][OH:34])[CH2:31][CH2:30]5)[C:24]([O:37][CH3:38])=[CH:23][C:22]=4[CH3:39])=[CH:17][C:11]=3[C:12]=2[C:13]([NH:15][CH3:16])=[O:14])=[CH:4][CH:3]=1.[C:40]1(C)C=CC=C[CH:41]=1>>[F:1][C:2]1[CH:7]=[CH:6][C:5]([C:8]2[O:9][C:10]3[CH:20]=[CH:19][C:18]([C:21]4[CH:26]=[C:25]([C:27](=[O:36])[NH:28][C:29]5([C:32]6[N:35]=[C:40]([CH3:41])[O:34][N:33]=6)[CH2:30][CH2:31]5)[C:24]([O:37][CH3:38])=[CH:23][C:22]=4[CH3:39])=[CH:17][C:11]=3[C:12]=2[C:13]([NH:15][CH3:16])=[O:14])=[CH:4][CH:3]=1. Procedure details: 2-(4-Fluorophenyl)-5-(4-methoxy-2-methyl-5-(1-(5-methyl-1,2,4-oxadiazol-3-yl)cyclopropylcarbamoyl)phenyl)-N-methylbenzofuran-3-carboxamide was prepared from 2-(4-fluorophenyl)-5-(5-(1-(N-hydroxycarbamimidoyl)cyclopropylcarbamoyl)-4-methoxy-2-methylphenyl)-N-methylbenzofuran-3-carboxamide under similar conditions as described but using PhMe as a solvent. The crude mixture was purified by preparative TLC (20×20 cm×500 um plates, 5% MeOH/CH2Cl2) to give the product, which was further purified by Sh... Reactants: COc1cc(B(O)O)ccn1, CC(C)(C)[O-], O=C(NCc1cccnc1)c1ccc(Nc2ccc(Cl)n3ncnc23)cc1, [Na+], CN(C)C=O, O, c1ccc(P(c2ccccc2)(c2ccccc2)[Pd](P(c2ccccc2)(c2ccccc2)c2ccccc2)(P(c2ccccc2)(c2ccccc2)c2ccccc2)P(c2ccccc2)(c2ccccc2)c2ccccc2)cc1. The product is COc1cc(-c2ccc(Nc3ccc(C(=O)NCc4cccnc4)cc3)c3ncnn23)ccn1. As a reaction SMILES: [CH3:28][O:29][c:30]1[n:31][cH:32][cH:33][c:34]([B:36]([OH:37])[OH:38])[cH:35]1.[CH3:39][C:40]([CH3:41])([O-:42])[CH3:43].[Cl:1][c:2]1[cH:3][cH:4][c:5]([NH:11][c:12]2[cH:13][cH:14][c:15]([C:16](=[O:17])[NH:18][CH2:19][c:20]3[cH:21][n:22][cH:23][cH:24][cH:25]3)[cH:26][cH:27]2)[c:6]2[n:7]1[n:8][cH:9][n:10]2.[Na+:44].[O:45]=[CH:46][N:47]([CH3:48])[CH3:49].[OH2:50].[cH:51]1[cH:52][cH:53][c:54]([P:55]([Pd:56]([P:57]([c:58]2[cH:59][cH:60][cH:61][cH:62][cH:63]2)([c:64]2[cH:65][cH:66][cH:67][cH:68][cH:69]2)[c:70]2[cH:71][cH:72][cH:73][cH:74][cH:75]2)([P:76]([c:77]2[cH:78][cH:79][cH:80][cH:81][cH:82]2)([c:83]2[cH:84][cH:85][cH:86][cH:87][cH:88]2)[c:89]2[cH:90][cH:91][cH:92][cH:93][cH:94]2)[P:95]([c:96]2[cH:97][cH:98][cH:99][cH:100][cH:101]2)([c:102]2[cH:103][cH:104][cH:105][cH:106][cH:107]2)[c:108]2[cH:109][cH:110][cH:111][cH:112][cH:113]2)([c:114]2[cH:115][cH:116][cH:117][cH:118][cH:119]2)[c:120]2[cH:121][cH:122][cH:123][cH:124][cH:125]2)[cH:126][cH:127]1>>[c:2]1(-[c:34]2[cH:33][cH:32][n:31][c:30]([O:29][CH3:28])[cH:35]2)[cH:3][cH:4][c:5]([NH:11][c:12]2[cH:13][cH:14][c:15]([C:16](=[O:17])[NH:18][CH2:19][c:20]3[cH:21][n:22][cH:23][cH:24][cH:25]3)[cH:26][cH:27]2)[c:6]2[n:7]1[n:8][cH:9][n:10]2. The reactants are C1COCCO1, Cc1cccc(CC(=O)N2CCc3cc(B4OC(C)(C)C(C)(C)O4)ccc32)c1, CC(C)(C)OC(=O)N1CCC(n2cc(Br)c3c(N)ncnc32)CC1, [Na+], O=C([O-])O, O, c1ccc(P(c2ccccc2)(c2ccccc2)[Pd](P(c2ccccc2)(c2ccccc2)c2ccccc2)(P(c2ccccc2)(c2ccccc2)c2ccccc2)P(c2ccccc2)(c2ccccc2)c2ccccc2)cc1. Product: Cc1cccc(CC(=O)N2CCc3cc(-c4cn(C5CCN(C(=O)OC(C)(C)C)CC5)c5ncnc(N)c45)ccc32)c1. RXN SMILES: [CH2:58]1[O:59][CH2:60][CH2:61][O:62][CH2:63]1.[CH3:25][c:26]1[cH:27][c:28]([CH2:32][C:33](=[O:34])[N:35]2[CH2:36][CH2:37][c:38]3[cH:39][c:40]([B:44]4[O:45][C:46]([CH3:47])([CH3:48])[C:49]([CH3:50])([CH3:51])[O:52]4)[cH:41][cH:42][c:43]32)[cH:29][cH:30][cH:31]1.[NH2:1][c:2]1[c:3]2[c:4]([n:5][cH:6][n:7]1)[n:8]([CH:12]1[CH2:13][CH2:14][N:15]([C:18](=[O:19])[O:20][C:21]([CH3:22])([CH3:23])[CH3:24])[CH2:16][CH2:17]1)[cH:9][c:10]2[Br:11].[Na+:57].[O-:53][C:54]([OH:55])=[O:56].[OH2:64].[cH:65]1[cH:66][cH:67][c:68]([P:69]([Pd:70]([P:71]([c:72]2[cH:73][cH:74][cH:75][cH:76][cH:77]2)([c:78]2[cH:79][cH:80][cH:81][cH:82][cH:83]2)[c:84]2[cH:85][cH:86][cH:87][cH:88][cH:89]2)([P:90]([c:91]2[cH:92][cH:93][cH:94][cH:95][cH:96]2)([c:97]2[cH:98][cH:99][cH:100][cH:101][cH:102]2)[c:103]2[cH:104][cH:105][cH:106][cH:107][cH:108]2)[P:109]([c:110]2[cH:111][cH:112][cH:113][cH:114][cH:115]2)([c:116]2[cH:117][cH:118][cH:119][cH:120][cH:121]2)[c:122]2[cH:123][cH:124][cH:125][cH:126][cH:127]2)([c:128]2[cH:129][cH:130][cH:131][cH:132][cH:133]2)[c:134]2[cH:135][cH:136][cH:137][cH:138][cH:139]2)[cH:140][cH:141]1>>[NH2:1][c:2]1[c:3]2[c:4]([n:5][cH:6][n:7]1)[n:8]([CH:12]1[CH2:13][CH2:14][N:15]([C:18](=[O:19])[O:20][C:21]([CH3:22])([CH3:23])[CH3:24])[CH2:16][CH2:17]1)[cH:9][c:10]2-[c:40]1[cH:39][c:38]2[c:43]([cH:42][cH:41]1)[N:35]([C:33]([CH2:32][c:28]1[cH:27][c:26]([CH3:25])[cH:31][cH:30][cH:29]1)=[O:34])[CH2:36][CH2:37]2. Reactants: C([C@H](O)C1=CC=CC=C1)(=O)N[C@H]1[C@@H]2N(C(=C(CS2)COC(C(O)C2=CC=CC=C2)=O)C(=O)O)C1=O (7β-(D-mandelamido)-3-mandelyloxymethyl-3-cephem-4-carboxylic acid), SC1=NN=NN1C (5-mercapto-1-methyl-1H-tetrazole), C(O)([O-])=O.[Na+] (sodium hydrogen carbonate). Solvent: O (water). Reaction conditions: temperature 60 celsius, time 30 minute. Product: [Na+].C([C@H](O)C1=CC=CC=C1)(=O)N[C@H]1[C@@H]2N(C(=C(CS2)CSC2=NN=NN2C)C(=O)[O-])C1=O (7β-(D-mandelamido)-3-(1-methyl-1H-tetrazol-5-yl)thiomethyl-3-cephem-4-carboxylic acid sodium salt). Isolated yield 70.0%. RXN SMILES: [C:1]([NH:11][C@@H:12]1[C:34](=[O:35])[N:14]2[C:15]([C:31]([OH:33])=[O:32])=[C:16]([CH2:19]OC(=O)C(C3C=CC=CC=3)O)[CH2:17][S:18][C@H:13]12)(=[O:10])[C@@H:2]([C:4]1[CH:9]=[CH:8][CH:7]=[CH:6][CH:5]=1)[OH:3].[SH:36][C:37]1[N:41]([CH3:42])[N:40]=[N:39][N:38]=1.C(=O)([O-])O.[Na+:47]>O>[Na+:47].[C:1]([NH:11][C@@H:12]1[C:34](=[O:35])[N:14]2[C:15]([C:31]([O-:33])=[O:32])=[C:16]([CH2:19][S:36][C:37]3[N:41]([CH3:42])[N:40]=[N:39][N:38]=3)[CH2:17][S:18][C@H:13]12)(=[O:10])[C@@H:2]([C:4]1[CH:9]=[CH:8][CH:7]=[CH:6][CH:5]=1)[OH:3] |f:2.3,5.6|. Reported procedure: In water (5 ml) was dissolved 7β-(D-mandelamido)-3-mandelyloxymethyl-3-cephem-4-carboxylic acid (0.50 g) together with 5-mercapto-1-methyl-1H-tetrazole (0.12 g) and sodium hydrogen carbonate (0.17 g). The solution was stirred at 60° C. for 30 minutes. After cooling in the air, the reaction mixture was subjected to column chromatography on Amberlite XAD-2, elution being carried out with water and a solvent mixture of water and methanol. The fractions containing the desired product were pooled, co...